The task is: describe an organic reaction: reactants, conditions, products, and yield. This data is from the Open Reaction Database (ORD), a public repository of structured organic reaction records. Starting materials: B(F)(F)F.CCOCC (borontrifluoride etherate), O (water), COC(CC1(C(CC(CC1)CCCCC=C)=O)CC)=O (1-ethyl-4-(5-hexenyl)-2-oxocyclohexaneacetic acid methyl ester), C(C)C1=C(C=CC=C1)NN (2-ethylphenylhydrazine), O (water). Solvent: C1(=CC=CC=C1)C (toluene). The product is COC(CC1(CCC(C=2C3=CC=CC(=C3NC12)CC)CCCCC=C)CC)=O (1,8-diethyl-4-(5-hexenyl)-2,3,4,9-tetrahydro-1H-carbazole-1-acetic acid methyl ester). The yield is 64.0%. As a reaction SMILES: [CH3:1][O:2][C:3](=[O:20])[CH2:4][C:5]1([CH2:18][CH3:19])[CH2:10][CH2:9][CH:8]([CH2:11][CH2:12][CH2:13][CH2:14][CH:15]=[CH2:16])[CH2:7][C:6]1=O.[CH2:21]([C:23]1[CH:28]=[CH:27][CH:26]=[CH:25][C:24]=1[NH:29]N)[CH3:22].O.B(F)(F)F.CCOCC>C1(C)C=CC=CC=1>[CH3:1][O:2][C:3](=[O:20])[CH2:4][C:5]1([CH2:18][CH3:19])[C:6]2[NH:29][C:24]3[C:25](=[CH:26][CH:27]=[CH:28][C:23]=3[CH2:21][CH3:22])[C:7]=2[CH:8]([CH2:11][CH2:12][CH2:13][CH2:14][CH:15]=[CH2:16])[CH2:9][CH2:10]1 |f:3.4|. Procedure: A solution of 1-ethyl-4-(5-hexenyl)-2-oxocyclohexaneacetic acid methyl ester isomer B (4.24 g, 15.14 mmol) and 2-ethylphenylhydrazine (2.27 g, 16.7 mmol) in 30.3 mL of toluene was refluxed under nitrogen for 22 hours with azeotropic removal of water. The toluene was then removed in vacuo and replaced with 10.8 mL of acetic acid. The solution was treated with borontrifluoride etherate (2.79 g, 19.7 mmol, 2.42 mL) and refluxed for 20 minutes under nitrogen. The reaction mixture was poured into 120...